Dataset: the Open Reaction Database (ORD), a public repository of structured organic reaction records. Task: describe an organic reaction: reactants, conditions, products, and yield The reactants are BrC=1C=C2C(C(=O)OC2=O)=CC1 (4-bromophthalic anhydride), S(O)(O)(=O)=O (sulfuric acid), II (iodine), [OH-].[Na+] (sodium hydroxide), Cl (hydrochloric acid). Run at temperature 110 celsius, time 4 hour. Product: BrC=1C=C2C(C(=O)OC2=O)=CC1I (4-bromo-5-iodophthalic anhydride). Yield: 22.0%. Reaction SMILES: [Br:1][C:2]1[CH:3]=[C:4]2[C:9](=[O:10])[O:8][C:6](=[O:7])[C:5]2=[CH:11][CH:12]=1.S(=O)(=O)(O)O.[I:18]I.[OH-].[Na+].Cl>>[Br:1][C:2]1[CH:3]=[C:4]2[C:9](=[O:10])[O:8][C:6](=[O:7])[C:5]2=[CH:11][C:12]=1[I:18] |f:3.4|. Procedure: To a 100 ml three-necked flask were added 6.42 g (28.3 mmol) of 4-bromophthalic anhydride (manufactured by Tokyo Chemical Industry Co. Ltd.), 25 ml of 10% fuming sulfuric acid, and 3.60 g (14.2=mol) of iodine. The mixture was heated to 110° C. and the reaction was carried out for 4 hours. After cooling at room temperature, the reaction mixture was poured into ice to quench the reaction. After the mixture was treated with a cold 20% aqueous sodium hydroxide solution, hydrochloric acid was added t... Starting materials: Tetrakis(triphenylphosphine)pallidum(0), BrC1=CN=C2N1C=CC(=C2)C=O (3-Bromoimidazo[1,2-α]pyridine-7-carboxaldehyde), P(=O)([O-])([O-])[O-].[K+].[K+].[K+] (potassium phosphate), CC1(OB(OC1(C)C)C=1C=C(C=CC1)C1=C(SC=C1)C#N)C (3-[3-(4,4,5,5-tetramethyl-[1,3,2]dioxaborolan-2-yl)phenyl]thiophene-2-carbonitrile). The solvent is CN(C(C)=O)C (N,N-dimethylacetamide), O (water), C(O)([O-])=O.[Na+] (sodium hydrogencarbonate). Conditions: temperature 80 celsius. Product: C(=O)C1=CC=2N(C=C1)C(=CN2)C=2C=C(C=CC2)C2=C(SC=C2)C#N (3-[3-(7-Formylimidazo[1,2-α]pyridin-3-yl)phenyl]thiophene-2-carbonitrile). The yield is 67.7%. RXN SMILES: Br[C:2]1[N:6]2[CH:7]=[CH:8][C:9]([CH:11]=[O:12])=[CH:10][C:5]2=[N:4][CH:3]=1.P([O-])([O-])([O-])=O.[K+].[K+].[K+].CC1(C)C(C)(C)OB([C:29]2[CH:30]=[C:31]([C:35]3[CH:39]=[CH:38][S:37][C:36]=3[C:40]#[N:41])[CH:32]=[CH:33][CH:34]=2)O1>CN(C)C(=O)C.O.C(=O)([O-])O.[Na+]>[CH:11]([C:9]1[CH:8]=[CH:7][N:6]2[C:2]([C:33]3[CH:32]=[C:31]([C:35]4[CH:39]=[CH:38][S:37][C:36]=4[C:40]#[N:41])[CH:30]=[CH:29][CH:34]=3)=[CH:3][N:4]=[C:5]2[CH:10]=1)=[O:12] |f:1.2.3.4,8.9|. Reported procedure: 3-Bromoimidazo[1,2-α]pyridine-7-carboxaldehyde (1.15 g, 5.16 mmol), potassium phosphate (2.19 g, 10.31 mmol) and 3-[3-(4,4,5,5-tetramethyl-[1,3,2]dioxaborolan-2-yl)phenyl]thiophene-2-carbonitrile (2.58 g, 8.26 mmol) were dissolved in N,N-dimethylacetamide (15 ml) and the mixture degassed with N2 for 15 min. Tetrakis(triphenylphosphine)pallidum(0) (0.30 g, 0.26 mmol) was added and the mixture heated at 80° C. for 18 h. The mixture was allowed to cool to room temperature, diluted with water (20 ml... Starting materials: Cl (hydrogen chloride), C(C)(C)NC(C(Cl)Cl)=O (N-isopropyldichloroacetamide), P(=O)(Cl)(Cl)Cl (phosphorous oxychloride). Run in P(Cl)(Cl)(Cl)(Cl)Cl (phosphorous pentachloride). The product is C(C)(C)N=C(C(Cl)Cl)Cl (N-isopropyldichloroacetimidoyl chloride). Yield: 65.0%. RXN SMILES: [CH:1]([NH:4][C:5](=O)[CH:6]([Cl:8])[Cl:7])([CH3:3])[CH3:2].Cl.P(Cl)(Cl)([Cl:13])=O>P(Cl)(Cl)(Cl)(Cl)Cl>[CH:1]([N:4]=[C:5]([Cl:13])[CH:6]([Cl:8])[Cl:7])([CH3:3])[CH3:2]. Procedure: N-isopropyldichloroacetamide, 249.5 grams (2.94 mole), and 210 milliliters of phosphorous pentachloride, 306.5 grams (2.94 mole), was added and the mixture was stirred vigorously and heated at reflux until hydrogen chloride evolution ceased. The phosphorous oxychloride was stripped off at reduced pressure. Distillation at 4.5 millimeters gave 360 grams (65% yield) of N-isopropyldichloroacetimidoyl chloride, b.p. 63°-72° C. Reactants: ClC(Cl)(Cl)Cl, CC(=O)OC(C)=O, CO, NCCNc1ccc([N+](=O)[O-])cn1. Yields the product CC(=O)NCCNc1ccc([N+](=O)[O-])cn1. As a reaction SMILES: [C:23]([Cl:24])([Cl:25])([Cl:26])[Cl:27].[CH3:14][C:15](=[O:16])[O:17][C:18](=[O:19])[CH3:20].[CH3:21][OH:22].[NH2:1][CH2:2][CH2:3][NH:4][c:5]1[n:6][cH:7][c:8]([N+:11](=[O:12])[O-:13])[cH:9][cH:10]1>>[NH:1]([CH2:2][CH2:3][NH:4][c:5]1[n:6][cH:7][c:8]([N+:11](=[O:12])[O-:13])[cH:9][cH:10]1)[C:15]([CH3:14])=[O:16]. The reactants are Cl.CN(CCCN=C=NCC)C (1-(3-dimethylaminopropyl)-3-ethylcarbodiimide hydrochloride), ON1N=NC2=C1C=CC=C2 (1-hydroxybenzotriazole), CN1CCOCC1 (N-methylmorpholine), ClC1=CC=C(C=C1)[C@H]1[C@@H](CC(C1)=O)C(=O)O ((1R,2R)-2-(4-chlorophenyl)-4-oxocyclopentanecarboxylic acid), [Cl-].C1(CCCCC1)C1(CC[NH2+]CC1)CN1C(OCC1(C)C)=O (4-cyclohexyl-4-[(4,4-dimethyl-2-oxo -1,3-oxazolidin-3-yl)methyl]piperidinium chloride). The solvent is C(Cl)Cl (methylene chloride). Conditions: time 48 hour. Product: ClC1=CC=C(C=C1)[C@H]1[C@@H](CC(C1)=O)C(=O)C1(CCCCC1)N1CCC(CC1)CN1C(OCC1(C)C)=O (3-[(1-{[(1R,2R)-2-(4-chlorophenyl)-4-oxocyclopentyl]carbonyl}cyclohexylpiperidin-4-yl)methyl]-4,4-dimethyl-1,3-oxazolidin-2-one). Reaction SMILES: [Cl:1][C:2]1[CH:7]=[CH:6][C:5]([C@@H:8]2[CH2:12][C:11](=[O:13])[CH2:10][C@H:9]2[C:14]([OH:16])=O)=[CH:4][CH:3]=1.Cl.CN(C)CCCN=C=NCC.O[N:30]1[C:34]2[CH:35]=[CH:36][CH:37]=[CH:38][C:33]=2N=N1.CN1CCOCC1.[Cl-].[CH:47]1([C:53]2([CH2:59][N:60]3[C:64]([CH3:66])([CH3:65])[CH2:63][O:62][C:61]3=[O:67])CC[NH2+][CH2:55][CH2:54]2)CCCC[CH2:48]1>C(Cl)Cl>[Cl:1][C:2]1[CH:3]=[CH:4][C:5]([C@@H:8]2[CH2:12][C:11](=[O:13])[CH2:10][C@H:9]2[C:14]([C:34]2([N:30]3[CH2:55][CH2:54][CH:53]([CH2:59][N:60]4[C:64]([CH3:65])([CH3:66])[CH2:63][O:62][C:61]4=[O:67])[CH2:47][CH2:48]3)[CH2:33][CH2:38][CH2:37][CH2:36][CH2:35]2)=[O:16])=[CH:6][CH:7]=1 |f:1.2,5.6|. Procedure: A 25 mL round bottom flask equipped with a magnetic stir bar was charged with 0.412 g (1.73 mmol) of the product of Step D dissolved in 6 mL of methylene chloride. To the reaction mixture was added 0.451 g (2.35 mmol) of 1-(3-dimethylaminopropyl)-3-ethylcarbodiimide hydrochloride, 0.318 g (2.35 mmol) of 1-hydroxybenzotriazole, 0.518 μL (4.71 mmol) of N-methylmorpholine, followed by 0.520 g (1.57 mmol) of 4-cyclohexyl-4-[(4,4-dimethyl-2-oxo -1,3-oxazolidin-3-yl)methyl]piperidinium chloride. The r... The reactants are [N+](=O)([O-])C1=CC=C(C=C1)COC(=O)C=1N2C(C(C2C(C1SC1COC(C1)CO)C)C(C)O)=O (6-(1-Hydroxyethyl)-4-methyl-7-oxo-3-[[tetrahydro-5-(hydroxymethyl)-3-furanyl]thio]-1-azabicyclo[3.2.0]hept-2-ene-2-carboxylic acid (4-nitrophenyl)methyl ester), N1=CC=CC=C1 (pyridine), CS(=O)(=O)Cl (methanesulfonyl chloride). Solvent: O (water). Run at temperature 0 celsius, time 2 hour. The product is [N+](=O)([O-])C1=CC=C(C=C1)COC(=O)C=1N2C(C(C2C(C1SC1COC(C1)COS(=O)(=O)C)C)C(C)O)=O (6-(1-Hydroxyethyl)-4-methyl-7-oxo-3-[[tetrahydro-5-[[(methylsulfonyl)oxy]methyl]-3-furanyl]thio]-1-azabicyclo[3.2.0]hept-2-ene-2-carboxylic acid (4-nitrophenyl)methyl ester). RXN SMILES: [N+:1]([C:4]1[CH:9]=[CH:8][C:7]([CH2:10][O:11][C:12]([C:14]2[N:15]3[CH:18]([CH:19]([CH3:29])[C:20]=2[S:21][CH:22]2[CH2:26][CH:25]([CH2:27][OH:28])[O:24][CH2:23]2)[CH:17]([CH:30]([OH:32])[CH3:31])[C:16]3=[O:33])=[O:13])=[CH:6][CH:5]=1)([O-:3])=[O:2].N1C=CC=CC=1.[CH3:40][S:41](Cl)(=[O:43])=[O:42]>O>[N+:1]([C:4]1[CH:5]=[CH:6][C:7]([CH2:10][O:11][C:12]([C:14]2[N:15]3[CH:18]([CH:19]([CH3:29])[C:20]=2[S:21][CH:22]2[CH2:26][CH:25]([CH2:27][O:28][S:41]([CH3:40])(=[O:43])=[O:42])[O:24][CH2:23]2)[CH:17]([CH:30]([OH:32])[CH3:31])[C:16]3=[O:33])=[O:13])=[CH:8][CH:9]=1)([O-:3])=[O:2]. Procedure details: To a 0° C. solution, under argon, of 0.821 g of product from Example 56 and 3.4 ml of pyridine is added 148 microliter of methanesulfonyl chloride. The reaction is stirred at 0° C. for 2 hours, diluted with water and extracted with chloroform. The organic layer washed with water and saturated sodium chloride, dried and concentrated in vacuo. The residue is purified by chromatography (Silica Gel; 80% ethyl acetate/hexane) to give 0.632 g of the desired product. Reactants: potassium osmate, dihydrate, C(C)(C)(C)OC(=O)N1C[C@@H](CCC1)N1C([C@@H](CC=CC1)NC1=CC(=CC(=C1)F)Cl)=O ((R)-3-[(R)-3-(3-Chloro-5-fluoro-phenylamino)-2-oxo-2,3,4,7-tetrahydro-azepin-1-yl]-piperidine-1-carboxylic acid tert-butyl ester), C([O-])([O-])=O.[K+].[K+] (potassium carbonate), potassium ferricyanide(III), CS(=O)(=O)N (methanesulfonamide), C(C)(C)(C)O (tert-butyl alcohol), O (water), S([O-])(O)(=O)=O.[Na+] (sodium bisulfate). The solvent is C(C)(=O)OCC (Ethyl acetate). Conditions: time 48 hour. Product: ClC=1C=C(C=C(C1)F)N[C@H]1C(N(CC(C(C1)O)O)[C@H]1CN(CCC1)C(=O)OC(C)(C)C)=O ((3R)-tert-butyl 3-((3R)-3-(3-chloro-5-fluorophenylamino)-5,6-dihydroxy-2-oxoazepan-1-yl)piperidine-1-carboxylate). As a reaction SMILES: [C:1]([O:5][C:6]([N:8]1[CH2:13][CH2:12][CH2:11][C@@H:10]([N:14]2[CH2:20][CH:19]=[CH:18][CH2:17][C@@H:16]([NH:21][C:22]3[CH:27]=[C:26]([F:28])[CH:25]=[C:24]([Cl:29])[CH:23]=3)[C:15]2=[O:30])[CH2:9]1)=[O:7])([CH3:4])([CH3:3])[CH3:2].C(=O)([O-])[O-:32].[K+].[K+].CS(N)(=O)=O.C(O)(C)(C)C.[OH2:47].S(=O)(=O)(O)[O-].[Na+]>C(OCC)(=O)C>[Cl:29][C:24]1[CH:23]=[C:22]([NH:21][C@@H:16]2[CH2:17][CH:18]([OH:47])[CH:19]([OH:32])[CH2:20][N:14]([C@@H:10]3[CH2:11][CH2:12][CH2:13][N:8]([C:6]([O:5][C:1]([CH3:4])([CH3:2])[CH3:3])=[O:7])[CH2:9]3)[C:15]2=[O:30])[CH:27]=[C:26]([F:28])[CH:25]=1 |f:1.2.3,7.8|. Reported procedure: A degassed and purged argon stirring mixture of (R)-3-[(R)-3-(3-Chloro-5-fluoro-phenylamino)-2-oxo-2,3,4,7-tetrahydro-azepin-1-yl]-piperidine-1-carboxylic acid tert-butyl ester (250.0 mg, 0.5709 mmol), potassium carbonate (236.7 mg, 1.712 mmol), potassium ferricyanide(III) (563.8 mg, 1.712 mmol) and methanesulfonamide (109.4 mg, 1.150 mmol) in tert-butyl alcohol (3.003 mL, 31.40 mmol)/water (2.9905 mL, 166.00 mmol) in an ice bath was added potassium osmate, dihydrate (15.0 mg, 0.0407 mmol) The r...